From a dataset of the Open Reaction Database (ORD), a public repository of structured organic reaction records. describe an organic reaction: reactants, conditions, products, and yield The reactants are C(C)(C)OC(=O)C=1N(C=NC1)C1CCCC2=CC=C(C=C12)[N+](=O)[O-] (3-(7-nitro-1,2,3,4-tetrahydro-naphthalen-1-yl)-3H-imidazole-4-carboxylic acid isopropyl ester), C(C)O (ethanol). Reagents/catalysts: [Pd] (palladium on carbon). Reaction conditions: time 8 hour. The product is C(C)(C)OC(=O)C=1N(C=NC1)C1CCCC2=CC=C(C=C12)NC(C)=O (3-(7-acetylamino-1,2,3,4-tetrahydro-naphthalen-1-yl)-3H-imidazole-4-carboxylic acid isopropyl ester). As a reaction SMILES: [CH:1]([O:4][C:5]([C:7]1[N:8]([CH:12]2[C:21]3[C:16](=[CH:17][CH:18]=[C:19]([N+:22]([O-])=O)[CH:20]=3)[CH2:15][CH2:14][CH2:13]2)[CH:9]=[N:10][CH:11]=1)=[O:6])([CH3:3])[CH3:2].[CH2:25]([OH:27])[CH3:26]>[Pd]>[CH:1]([O:4][C:5]([C:7]1[N:8]([CH:12]2[C:21]3[C:16](=[CH:17][CH:18]=[C:19]([NH:22][C:25](=[O:27])[CH3:26])[CH:20]=3)[CH2:15][CH2:14][CH2:13]2)[CH:9]=[N:10][CH:11]=1)=[O:6])([CH3:3])[CH3:2]. Reported procedure: To a solution of 3-(7-nitro-1,2,3,4-tetrahydro-naphthalen-1-yl)-3H-imidazole-4-carboxylic acid isopropyl ester, which can be prepared as described in Example 5, (3.24 g, 9.84 mmol) in ethanol (125 mL) is added palladium on carbon (10% wt., 0.65 g, 0.61 mmol). The flask is flushed with hydrogen and stirred under balloon pressure at room temperature overnight. The catalyst is then filtered through Celite®. The Celite® cake is washed with methanol and the combined filtrate is concentrated to afford...